describe an organic reaction: reactants, conditions, products, and yield From a dataset of the Open Reaction Database (ORD), a public repository of structured organic reaction records. The reactants are N1=CC=C(C=C1)C (4-picoline), C(C1=CC=CC=C1)=O (benzaldehyde). Solvent: C(C)(=O)OC(C)=O (acetic anhydride). Yields the product C1(=CC=CC=C1)/C=C/C1=CC=NC=C1 ((E)-4-(2-Phenylethenyl)pyridine). Yield: 32.9%. As a reaction SMILES: [N:1]1[CH:6]=[CH:5][C:4]([CH3:7])=[CH:3][CH:2]=1.[CH:8](=O)[C:9]1[CH:14]=[CH:13][CH:12]=[CH:11][CH:10]=1>C(OC(=O)C)(=O)C>[C:9]1(/[CH:8]=[CH:7]/[C:4]2[CH:5]=[CH:6][N:1]=[CH:2][CH:3]=2)[CH:14]=[CH:13][CH:12]=[CH:11][CH:10]=1. Reported procedure: A solution of 4-picoline (18.6 g, 0.2 mol) and benzaldehyde (21.2 g, 0.2mol) in acetic anhydride (125 ml) was stirred under reflux for 24 h. The resulting black solution was evaporated, the residue partitioned between ethyl acetate (100 ml) and aqueous sodium carbonate (100 ml) and the liquid phases decanted from the solid residue. The organic layer was washed with sodium carbonate (100 ml), dried (MgSO4), and evaporated to leave a black solid. The solid remaining from the earlier extraction was... Reactants: ClC(=O)OCC(=O)OC (methoxycarbonylmethyl chloroformate), NC1=C(CO)C(=CC=C1)C (2-amino-6-methylbenzyl alcohol), N1=CC=CC=C1 (pyridine). Solvent: ClCCl (dichloromethane). Yields the product OCC1=C(C=CC=C1C)NC(OCC(=O)OC)=O (Methoxycarbonylmethyl (2-hydroxymethyl-3-methylphenyl)carbamate). Yield: 35.1%. RXN SMILES: Cl[C:2]([O:4][CH2:5][C:6]([O:8][CH3:9])=[O:7])=[O:3].[NH2:10][C:11]1[CH:18]=[CH:17][CH:16]=[C:15]([CH3:19])[C:12]=1[CH2:13][OH:14].N1C=CC=CC=1>ClCCl>[OH:14][CH2:13][C:12]1[C:15]([CH3:19])=[CH:16][CH:17]=[CH:18][C:11]=1[NH:10][C:2](=[O:3])[O:4][CH2:5][C:6]([O:8][CH3:9])=[O:7]. Procedure details: Starting from methoxycarbonylmethyl chloroformate (11.7 g), 2-amino-6-methylbenzyl alcohol (10.5 g) and pyridine (6.2 ml) in dichloromethane (230 ml), 6.8 g (20%) of the title compound, m.p. 70-74° C., are obtained according to the procedure indicated in Example C1, after chromatography on silica gel (eluent: ethyl acetate/petroleum ether 50/70=1:1) and crystallization from diisopropyl ether.